Dataset: the Open Reaction Database (ORD), a public repository of structured organic reaction records. Task: describe an organic reaction: reactants, conditions, products, and yield The reactants are CC(C)(C)OC(=O)N1CCCCC1C(=O)O, CC(=O)O, CN(C)c1ccncc1, CCOC(C)=O, CC(C)N=C=NC(C)C, ClCCl, [Li+], Cc1ccc(O)c(-c2nn(C)cc2C#Cc2ccc(N)cc2)c1, [OH-], O, O. The product is Cc1ccc(O)c(-c2nn(C)cc2C#Cc2ccc(NC(=O)C3CCCCN3C(=O)OC(C)(C)C)cc2)c1. RXN SMILES: [C:24](=[O:25])([O:26][C:27]([CH3:28])([CH3:29])[CH3:30])[N:31]1[CH:32]([C:37](=[O:38])[OH:39])[CH2:33][CH2:34][CH2:35][CH2:36]1.[CH3:52][C:53](=[O:54])[OH:55].[CH3:56][N:57]([CH3:58])[c:59]1[cH:60][cH:61][n:62][cH:63][cH:64]1.[CH3:69][CH2:70][O:71][C:72](=[O:73])[CH3:74].[CH:40]([N:41]=[C:42]=[N:43][CH:44]([CH3:45])[CH3:46])([CH3:47])[CH3:48].[Cl:65][CH2:66][Cl:67].[Li+:51].[NH2:1][c:2]1[cH:3][cH:4][c:5]([C:8]#[C:9][c:10]2[c:11](-[c:16]3[c:17]([OH:23])[cH:18][cH:19][c:20]([CH3:22])[cH:21]3)[n:12][n:13]([CH3:15])[cH:14]2)[cH:6][cH:7]1.[OH-:50].[OH2:49].[OH2:68]>>[NH:1]([c:2]1[cH:3][cH:4][c:5]([C:8]#[C:9][c:10]2[c:11](-[c:16]3[c:17]([OH:23])[cH:18][cH:19][c:20]([CH3:22])[cH:21]3)[n:12][n:13]([CH3:15])[cH:14]2)[cH:6][cH:7]1)[C:37]([CH:32]1[N:31]([C:24](=[O:25])[O:26][C:27]([CH3:28])([CH3:29])[CH3:30])[CH2:36][CH2:35][CH2:34][CH2:33]1)=[O:38]. Reactants: IC(CCCCCCCCCCC(=O)O)C (12-iodotridecanoic acid), [N-]=[N+]=[N-].[Na+] (sodium azide), C1COCCOCCOCCOCCOCCO1 (18-crown-6). Solvent: CN(C=O)C (dimethylformamide). Conditions: time 16 hour. Yields the product N(=[N+]=[N-])CCCCCCCCCCCCC(=O)O (13-azidotridecanoic acid). The yield is 66.8%. RXN SMILES: I[CH:2]([CH3:16])[CH2:3][CH2:4][CH2:5][CH2:6][CH2:7][CH2:8][CH2:9][CH2:10][CH2:11][CH2:12][C:13]([OH:15])=[O:14].[N-:17]=[N+:18]=[N-:19].[Na+].C1OCCOCCOCCOCCOCCOC1>CN(C)C=O>[N:17]([CH2:16][CH2:2][CH2:3][CH2:4][CH2:5][CH2:6][CH2:7][CH2:8][CH2:9][CH2:10][CH2:11][CH2:12][C:13]([OH:15])=[O:14])=[N+:18]=[N-:19] |f:1.2|. Reported procedure: A mixture of 6 (0.15 g, 0.44 mmol) sodium azide (0.09 g, 1.4 mmol) and 18-crown-6 (0.015 g, 0.057 mmol) in dimethylformamide (3 ml) was stirred at room temperature for 16 h. DMF was distilled under vacuum, cold 2N HCl (2 ml) was added and the mixture was extracted with ethylacetate (10 ml). The organic phase was washed with water (2×10 ml), dried (Na2SO4) and concentrated under reduced pressure to give a pale yellow solid which was purified by flash chromatography (silica gel) using 20% ethylace...